This data is from the Open Reaction Database (ORD), a public repository of structured organic reaction records. The task is: describe an organic reaction: reactants, conditions, products, and yield Starting materials: Cl.NC1=CC=C(C(=N1)C)C1=CC=C(C(=O)O)C=C1 (4-(6-amino-2-methylpyridin-3-yl)benzoic acid hydrochloride), CO (methanol), Cl (HCl). The product is NC1=CC=C(C(=N1)C)C1=CC=C(C(=O)OC)C=C1 (Methyl 4-(6-amino-2-methylpyridin-3-yl)benzoate). Yield: 70.0%. Reaction SMILES: Cl.[NH2:2][C:3]1[N:8]=[C:7]([CH3:9])[C:6]([C:10]2[CH:18]=[CH:17][C:13]([C:14]([OH:16])=[O:15])=[CH:12][CH:11]=2)=[CH:5][CH:4]=1.Cl.[CH3:20]O>>[NH2:2][C:3]1[N:8]=[C:7]([CH3:9])[C:6]([C:10]2[CH:18]=[CH:17][C:13]([C:14]([O:16][CH3:20])=[O:15])=[CH:12][CH:11]=2)=[CH:5][CH:4]=1 |f:0.1|. Procedure: A stirred suspension of 4-(6-amino-2-methylpyridin-3-yl)benzoic acid hydrochloride (D6, 1.9 g, 8.3 mmole) in methanol (120 ml) was treated with conc. HCl acid (1 ml) and heated under reflux for 2 h. The solution was concentrated in vacuo, the residue treated with excess 10% Na2CO3 solution and extracted with ethyl acetate. The extract was dried (Na2SO4) and concentrated in vacuo to afford the title compound as a pale yellow solid (1.4 g, 70%). Reactants: C([O-])([O-])=O.[K+].[K+] (potassium carbonate), [I-].[K+] (potassium iodide), FC=1C=C2C(=CNC2=CC1)CC1CCNCC1 (4-(5-fluoro-1H-indol-3-ylmethyl)piperidine), ClCCN1CCN(CC1)C1=C(C=CC=C1)OC (1-(2-chloroethyl)-4-(2-methoxyphenyl)piperazine). Solvent: C(C)#N (acetonitrile), O (water). The product is FC=1C=C2C(=CNC2=CC1)CC1CCN(CC1)CCN1CCN(CC1)C1=C(C=CC=C1)OC (5-Fluoro-3-(1-{2-[4-(2-methoxyphenyl)piperazin-1-yl]ethyl}piperidin-4-ylmethyl)-1H-indole). Isolated yield 79.9%. As a reaction SMILES: C(=O)([O-])[O-].[K+].[K+].[I-].[K+].[F:9][C:10]1[CH:11]=[C:12]2[C:16](=[CH:17][CH:18]=1)[NH:15][CH:14]=[C:13]2[CH2:19][CH:20]1[CH2:25][CH2:24][NH:23][CH2:22][CH2:21]1.Cl[CH2:27][CH2:28][N:29]1[CH2:34][CH2:33][N:32]([C:35]2[CH:40]=[CH:39][CH:38]=[CH:37][C:36]=2[O:41][CH3:42])[CH2:31][CH2:30]1>C(#N)C.O>[F:9][C:10]1[CH:11]=[C:12]2[C:16](=[CH:17][CH:18]=1)[NH:15][CH:14]=[C:13]2[CH2:19][CH:20]1[CH2:25][CH2:24][N:23]([CH2:27][CH2:28][N:29]2[CH2:30][CH2:31][N:32]([C:35]3[CH:40]=[CH:39][CH:38]=[CH:37][C:36]=3[O:41][CH3:42])[CH2:33][CH2:34]2)[CH2:22][CH2:21]1 |f:0.1.2,3.4|. Procedure: Pulverized potassium carbonate (0.76 g, 5.5 mmole) and potassium iodide (0.97 g, 5.5 mmole) was added to a mixture of 4-(5-fluoro-1H-indol-3-ylmethyl)piperidine (1.16 g, 5.0 mmole) and 1-(2-chloroethyl)-4-(2-methoxyphenyl)piperazine (1.27 g, 5.0 mmole) in 25 ml of acetonitrile. The resulting mixture was heated to reflux under nitrogen for 5 hours. After cooling, it was diluted with water (150 ml) and the product extracted into ethyl acetate (50 ml). The organic layer was washed with water (50 ml... Starting materials: CC=1C=C2C=CC(OC2=CC1)=O (6-methylcoumarin), C1CC(=O)N(C1=O)Br (NBS). The solvent is C(Cl)(Cl)(Cl)Cl (CCl4). Yields the product BrCC=1C=C2C=CC(OC2=CC1)=O (6-bromomethylcoumarin). Reaction SMILES: [CH3:1][C:2]1[CH:3]=[C:4]2[C:9](=[CH:10][CH:11]=1)[O:8][C:7](=[O:12])[CH:6]=[CH:5]2.C1C(=O)N([Br:20])C(=O)C1>C(Cl)(Cl)(Cl)Cl>[Br:20][CH2:1][C:2]1[CH:3]=[C:4]2[C:9](=[CH:10][CH:11]=1)[O:8][C:7](=[O:12])[CH:6]=[CH:5]2. Reported procedure: To a solution of 500 g (31.25 mmoles) of 6-methylcoumarin in 200 ml CCl4 is added 5.56 g (31.25 mmoles) of NBS. This solution is subjected to a sunlamp at reflux for 41/2 hours. After cooling, the reaction mixture is filtered and the filtrate concentrated in vacuo to yield a solid which upon trituration with ethyl acetate affords 6-bromomethylcoumarin which is used directly in the next step. The reactants are Cc1cc(O)c(Cl)c(=O)o1, COc1cc(C(C)C)c2c(c1)S(=O)(=O)N(CCl)C2=O, [K+], [K+], O=C([O-])[O-], CN(C)C=O, O. The product is COc1cc(C(C)C)c2c(c1)S(=O)(=O)N(COc1cc(C)oc(=O)c1Cl)C2=O. Reaction SMILES: [Cl:1][c:2]1[c:3](=[O:10])[o:4][c:5]([CH3:9])[cH:6][c:7]1[OH:8].[Cl:22][CH2:23][N:24]1[S:25](=[O:26])(=[O:27])[c:28]2[cH:29][c:30]([O:39][CH3:40])[cH:31][c:32]([CH:36]([CH3:37])[CH3:38])[c:33]2[C:34]1=[O:35].[K+:16].[K+:17].[O-:18][C:19]([O-:20])=[O:21].[O:11]=[CH:12][N:13]([CH3:14])[CH3:15].[OH2:41]>>[Cl:1][c:2]1[c:3](=[O:10])[o:4][c:5]([CH3:9])[cH:6][c:7]1[O:8][CH2:23][N:24]1[S:25](=[O:26])(=[O:27])[c:28]2[cH:29][c:30]([O:39][CH3:40])[cH:31][c:32]([CH:36]([CH3:37])[CH3:38])[c:33]2[C:34]1=[O:35]. As a reaction SMILES: [C:1]([CH3:2])(=[O:3])[c:4]1[n:5][n:6]([CH2:10][CH2:11][O:12][C:13](=[O:14])[Cl:15])[c:7]([CH3:9])[cH:8]1.[CH3:17][NH:18][CH3:19].[Cl:26][CH2:27][Cl:28].[ClH:16].[cH:20]1[cH:21][cH:22][n:23][cH:24][cH:25]1>>[C:1]([CH3:2])(=[O:3])[c:4]1[n:5][n:6]([CH2:10][CH2:11][O:12][C:13](=[O:14])[N:18]([CH3:17])[CH3:19])[c:7]([CH3:9])[cH:8]1. The reactants are CC(=O)c1cc(C)n(CCOC(=O)Cl)n1, CNC, ClCCl, Cl, c1ccncc1. The product is CC(=O)c1cc(C)n(CCOC(=O)N(C)C)n1. Reported procedure: 0.090 g of benzyl 4-(4-benzyloxyphenyl)-3-[4-(3-methoxypropyl)-3,4-dihydro-2H-benzo[1,4]oxazin-6-ylmethoxy]piperidine-1-carboxylate is dissolved in 3 ml of dioxane. 3 ml each of methanol and 40% KOH are added and the reaction mixture is stirred in a sealed flask at 100° C. over 3.5 hours. The reaction mixture is subsequently cooled to room temperature, diluted with 10 ml of water and extracted with tert-butyl methyl ether (3×30 ml). The combined organic phases are washed with 10 ml of water, the... Run at temperature 100 celsius, time 3.5 hour. Product: C(C1=CC=CC=C1)OC1=CC=C(C=C1)C1C(CNCC1)OCC=1C=CC2=C(N(CCO2)CCCOC)C1 (6-[4-(4-Benzyloxyphenyl)piperidin-3-yloxymethyl]-4-(3-methoxypropyl)-3,4-dihydro-2H-benzo[1,4]oxazine), SiO2. Starting materials: C(C1=CC=CC=C1)OC1=CC=C(C=C1)C1C(CN(CC1)C(=O)OCC1=CC=CC=C1)OCC=1C=CC2=C(N(CCO2)CCCOC)C1 (benzyl 4-(4-benzyloxyphenyl)-3-[4-(3-methoxypropyl)-3,4-dihydro-2H-benzo[1,4]oxazin-6-ylmethoxy]piperidine-1-carboxylate), CO (methanol), [OH-].[K+] (KOH). RXN SMILES: [CH2:1]([O:8][C:9]1[CH:14]=[CH:13][C:12]([CH:15]2[CH2:20][CH2:19][N:18](C(OCC3C=CC=CC=3)=O)[CH2:17][CH:16]2[O:31][CH2:32][C:33]2[CH:34]=[CH:35][C:36]3[O:41][CH2:40][CH2:39][N:38]([CH2:42][CH2:43][CH2:44][O:45][CH3:46])[C:37]=3[CH:47]=2)=[CH:11][CH:10]=1)[C:2]1[CH:7]=[CH:6][CH:5]=[CH:4][CH:3]=1.CO.[OH-].[K+]>O1CCOCC1.O>[CH2:1]([O:8][C:9]1[CH:10]=[CH:11][C:12]([CH:15]2[CH2:20][CH2:19][NH:18][CH2:17][CH:16]2[O:31][CH2:32][C:33]2[CH:34]=[CH:35][C:36]3[O:41][CH2:40][CH2:39][N:38]([CH2:42][CH2:43][CH2:44][O:45][CH3:46])[C:37]=3[CH:47]=2)=[CH:13][CH:14]=1)[C:2]1[CH:7]=[CH:6][CH:5]=[CH:4][CH:3]=1 |f:2.3|. Solvent: O1CCOCC1 (dioxane), O (water). Starting materials: Cc1ccc(Br)nc1, CC(=O)N1c2ccc(-c3cn(CCO[Si](C)(C)C(C)(C)C)nn3)cc2C(N)CC1C, CC(C)(C)[O-], Cc1ccccc1, CN(C)c1ccccc1-c1ccccc1P(C1CCCCC1)C1CCCCC1, [Na+], O=C(C=Cc1ccccc1)C=Cc1ccccc1, O=C(C=Cc1ccccc1)C=Cc1ccccc1, O=C(C=Cc1ccccc1)C=Cc1ccccc1, [Pd], [Pd]. The product is CC(=O)N1c2ccc(-c3cn(CCO[Si](C)(C)C(C)(C)C)nn3)cc2C(Nc2ccc(C)cn2)CC1C. Reaction SMILES: [Br:31][c:32]1[n:33][cH:34][c:35]([CH3:38])[cH:36][cH:37]1.[C:1]([CH3:2])(=[O:3])[N:4]1[CH:5]([CH3:30])[CH2:6][CH:7]([NH2:29])[c:8]2[cH:9][c:10](-[c:14]3[n:15][n:16][n:17]([CH2:19][CH2:20][O:21][Si:22]([CH3:23])([CH3:24])[C:25]([CH3:26])([CH3:27])[CH3:28])[cH:18]3)[cH:11][cH:12][c:13]21.[CH3:39][C:40]([CH3:41])([O-:42])[CH3:43].[CH3:73][c:74]1[cH:75][cH:76][cH:77][cH:78][cH:79]1.[CH:45]1([P:46]([CH:47]2[CH2:48][CH2:49][CH2:50][CH2:51][CH2:52]2)[c:53]2[cH:54][cH:55][cH:56][cH:57][c:58]2-[c:59]2[c:60]([N:61]([CH3:62])[CH3:63])[cH:64][cH:65][cH:66][cH:67]2)[CH2:68][CH2:69][CH2:70][CH2:71][CH2:72]1.[Na+:44].[O:100]=[C:101]([CH:102]=[CH:103][c:104]1[cH:105][cH:106][cH:107][cH:108][cH:109]1)[CH:110]=[CH:111][c:112]1[cH:113][cH:114][cH:115][cH:116][cH:117]1.[O:118]=[C:119]([CH:120]=[CH:121][c:122]1[cH:123][cH:124][cH:125][cH:126][cH:127]1)[CH:128]=[CH:129][c:130]1[cH:131][cH:132][cH:133][cH:134][cH:135]1.[O:82]=[C:83]([CH:84]=[CH:85][c:86]1[cH:87][cH:88][cH:89][cH:90][cH:91]1)[CH:92]=[CH:93][c:94]1[cH:95][cH:96][cH:97][cH:98][cH:99]1.[Pd:80].[Pd:81]>>[C:1]([CH3:2])(=[O:3])[N:4]1[CH:5]([CH3:30])[CH2:6][CH:7]([NH:29][c:32]2[n:33][cH:34][c:35]([CH3:38])[cH:36][cH:37]2)[c:8]2[cH:9][c:10](-[c:14]3[n:15][n:16][n:17]([CH2:19][CH2:20][O:21][Si:22]([CH3:23])([CH3:24])[C:25]([CH3:26])([CH3:27])[CH3:28])[cH:18]3)[cH:11][cH:12][c:13]21. Starting materials: ethanolic solution, C(C1=CC=CC=C1)OCC(C(C(=O)OCC)CC=1N=CNC1)O (ethyl 4-benzyloxy-3-hydroxy-2-[(1H-imidazol-4-yl)methyl]-butanoate), Cl (hydrochloric acid). Reagents/catalysts: [Pd] (palladium on carbon). The solvent is C(C)O (ethanol). The product is Cl.OC1C(C(OC1)=O)CC=1N=CNC1 (4-hydroxy-3-[(1H-imidazol-4-yl)methyl]-dihydro-2(3H)-furanone hydrochloride). Reaction SMILES: C(OC[CH:10]([OH:23])[CH:11]([CH2:17][C:18]1[N:19]=[CH:20][NH:21][CH:22]=1)[C:12]([O:14][CH2:15]C)=[O:13])C1C=CC=CC=1.[ClH:24]>C(O)C.[Pd]>[ClH:24].[OH:23][CH:10]1[CH2:15][O:14][C:12](=[O:13])[CH:11]1[CH2:17][C:18]1[N:19]=[CH:20][NH:21][CH:22]=1 |f:4.5|. Reported procedure: 93.9 g (0.295 mole) of ethyl 4-benzyloxy-3-hydroxy-2-[(1H-imidazol-4-yl)methyl]-butanoate dissolved in 500 ml of absolute ethanol and 65 ml of a 6.8N ethanolic solution of hydrochloric acid, are subjected to hydrogenolysis in the presence of 5 g of 10% palladium on carbon under a hydrogen pressure of 3.5 bars. The catalyst is then filtered off and the solvent is eliminated at 65° C. under reduced pressure. 67.1 g of 4-hydroxy-3-[(1H-imidazol-4-yl)methyl]-dihydro-2(3H)-furanone hydrochloride are ... Starting materials: ClC1=NC(=CC=C1)C(=C)C (2-chloro-6-isopropenylpyridine), ClN1C(CCC1=O)=O (N-chlorosuccinimide), C1=CC=CC=C1 (benzene). Procedure: A mixture of 29.8 g of 2-chloro-6-isopropenylpyridine, 29.8 g of N-chlorosuccinimide and 60 ml of benzene was stirred at 80° C. for 5 hours. After the reaction mixture was cooled to room temperature, 200 ml of n-hexane was added thereto to remove the insoluble matter through filtration. After distilling off the solvent, the residue was purified by silica gel column chromatography (eluted with n-hexane then n-hexane - ethyl acetate 20:1) to obtain 20.6 g of the objective compound. RXN SMILES: [Cl:1][C:2]1[CH:7]=[CH:6][CH:5]=[C:4]([C:8]([CH3:10])=[CH2:9])[N:3]=1.[Cl:11]N1C(=O)CCC1=O.C1C=CC=CC=1>CCCCCC>[Cl:1][C:2]1[CH:7]=[CH:6][CH:5]=[C:4]([C:8]([CH2:10][Cl:11])=[CH2:9])[N:3]=1. Yield: 56.5%. Solvent: CCCCCC (n-hexane). Product: ClC1=NC(=CC=C1)C(=C)CCl (2-chloro-6-(1-chloromethylvinyl)pyridine). Conditions: temperature 80 celsius, time 5 hour. The product is ClC(CCC(=O)C1=CC=CC=C1)O (γ-chloro-4-hydroxybutyrophenone). Reactants: O (water), C1(=CC=CC=C1)OC (anisole), ClCCCC(=O)Cl (γ-chlorobutyric acid chloride), [Al+3].[Cl-].[Cl-].[Cl-] (AlCl3). Procedure details: 32.4 g of anisole are dissolved in 30 ml of chlorobenzene. 53.6 g of AlCl3 are introduced in portions, at not more than 35° C., with ice-cooling. 42.3 g of γ-chlorobutyric acid chloride are added dropwise at a temperature of 15°-35° C. and the mixture is then slowly warmed to 100° C. After stirring for three hours at 100° C., the mixture is cooled to room temperature and discharged into water and the mixture is then extracted with ether. Evaporation of the ether phase, after this has been washed... Run in ClC1=CC=CC=C1 (chlorobenzene). Reaction conditions: temperature 100 celsius, time 3 hour. As a reaction SMILES: [C:1]1(OC)[CH:6]=[CH:5][CH:4]=[CH:3][CH:2]=1.[Al+3].[Cl-].[Cl-].[Cl-].Cl[CH2:14][CH2:15][CH2:16][C:17]([Cl:19])=[O:18].[OH2:20]>ClC1C=CC=CC=1>[Cl:19][CH:17]([OH:18])[CH2:16][CH2:15][C:14]([C:1]1[CH:2]=[CH:3][CH:4]=[CH:5][CH:6]=1)=[O:20] |f:1.2.3.4|.